From a dataset of the Open Reaction Database (ORD), a public repository of structured organic reaction records. describe an organic reaction: reactants, conditions, products, and yield Reactants: O=C([O-])[O-], CC(C)(C)OC(=O)NCc1ccc(CCl)cc1, CCCC[N+](CCCC)(CCCC)CCCC, CCOC(C)=O, Oc1cccc(Oc2ccnc(Cl)n2)c1, [Cs+], [Cs+], [I-], CN(C)C=O. The product is CC(C)(C)OC(=O)NCc1ccc(COc2cccc(Oc3ccnc(Cl)n3)c2)cc1. RXN SMILES: [C:16](=[O:17])([O-:18])[O-:19].[C:22]([CH3:23])([CH3:24])([CH3:25])[O:26][C:27]([NH:28][CH2:29][c:30]1[cH:31][cH:32][c:33]([CH2:36][Cl:37])[cH:34][cH:35]1)=[O:38].[CH2:51]([N+:52]([CH2:53][CH2:54][CH2:55][CH3:56])([CH2:57][CH2:58][CH2:59][CH3:60])[CH2:61][CH2:62][CH2:63][CH3:64])[CH2:65][CH2:66][CH3:67].[CH3:39][CH2:40][O:41][C:42]([CH3:43])=[O:44].[Cl:1][c:2]1[n:3][cH:4][cH:5][c:6]([O:8][c:9]2[cH:10][c:11]([OH:15])[cH:12][cH:13][cH:14]2)[n:7]1.[Cs+:20].[Cs+:21].[I-:50].[O:45]=[CH:46][N:47]([CH3:48])[CH3:49]>>[Cl:1][c:2]1[n:3][cH:4][cH:5][c:6]([O:8][c:9]2[cH:10][c:11]([O:15][CH2:36][c:33]3[cH:32][cH:31][c:30]([CH2:29][NH:28][C:27]([O:26][C:22]([CH3:23])([CH3:24])[CH3:25])=[O:38])[cH:35][cH:34]3)[cH:12][cH:13][cH:14]2)[n:7]1. The reactants are CCN1CCC2(c3cccc(OC)c3)CC(c3ccccc3)=CCC2C1, CC#N, C[Si](C)(C)Cl, [I-], [Na+]. Yields the product CCN1CCC2(c3cccc(O)c3)CC(c3ccccc3)=CCC2C1. RXN SMILES: [CH2:1]([CH3:2])[N:3]1[CH2:4][CH:5]2[CH2:6][CH:7]=[C:8]([c:21]3[cH:22][cH:23][cH:24][cH:25][cH:26]3)[CH2:9][C:10]2([c:13]2[cH:14][c:15]([O:19][CH3:20])[cH:16][cH:17][cH:18]2)[CH2:11][CH2:12]1.[CH3:34][C:35]#[N:36].[Cl:29][Si:30]([CH3:31])([CH3:32])[CH3:33].[I-:27].[Na+:28]>>[CH2:1]([CH3:2])[N:3]1[CH2:4][CH:5]2[CH2:6][CH:7]=[C:8]([c:21]3[cH:22][cH:23][cH:24][cH:25][cH:26]3)[CH2:9][C:10]2([c:13]2[cH:14][c:15]([OH:19])[cH:16][cH:17][cH:18]2)[CH2:11][CH2:12]1. The reactants are CC(C)(C)N, O=C([O-])O, O=C(Cl)c1ccncc1, ClCCl, Cl, [Na+], O. Product: CC(C)(C)NC(=O)c1ccncc1. Reaction SMILES: [C:11]([CH3:12])([CH3:13])([CH3:14])[NH2:15].[C:17](=[O:18])([OH:19])[O-:20].[C:2]([c:3]1[cH:4][cH:5][n:6][cH:7][cH:8]1)(=[O:9])[Cl:10].[CH2:22]([Cl:23])[Cl:24].[ClH:1].[Na+:21].[OH2:16]>>[C:2]([c:3]1[cH:4][cH:5][n:6][cH:7][cH:8]1)(=[O:9])[NH:15][C:11]([CH3:12])([CH3:13])[CH3:14]. Starting materials: [Li].BrC=1C=C(C=C(C1)OC(F)(F)F)C(=CC(C(=O)OCC)=O)[O-] (Lithium 1-(3-bromo-5-trifluoromethoxyphenyl)-4-ethoxy-3,4-dioxobut-1-en-1-olate), ClC=1C=C(C=C(C1)F)C1=CC(=NN1C1=NC=CC=C1)C(=O)O (5-(3-Chloro-5-fluorophenyl)-1-(pyridin-2-yl)-1H-pyrazole-3-carboxylic acid), Cl.Cl.N1=CC=C(C=C1)NN (4-pyridylhydrazine dihydrochloride). The product is BrC=1C=C(C=C(C1)OC(F)(F)F)C1=CC(=NN1C1=CC=NC=C1)C(=O)O (5-(3-Bromo-5-trifluoromethoxyphenyl)-1-(pyridin-4-yl)-1H-pyrazole-3-carboxylic acid). Reaction SMILES: [Li].[Br:2][C:3]1[CH:4]=[C:5]([C:14]([O-])=[CH:15][C:16](=O)[C:17]([O:19]CC)=[O:18])[CH:6]=[C:7]([O:9][C:10]([F:13])([F:12])[F:11])[CH:8]=1.ClC1C=C(C2N(C3C=CC=CN=3)N=C(C(O)=O)C=2)C=C(F)C=1.Cl.Cl.[N:48]1[CH:53]=[CH:52][C:51]([NH:54][NH2:55])=[CH:50][CH:49]=1>>[Br:2][C:3]1[CH:4]=[C:5]([C:14]2[N:54]([C:51]3[CH:52]=[CH:53][N:48]=[CH:49][CH:50]=3)[N:55]=[C:16]([C:17]([OH:19])=[O:18])[CH:15]=2)[CH:6]=[C:7]([O:9][C:10]([F:11])([F:12])[F:13])[CH:8]=1 |f:0.1,3.4.5,^1:0|. Reported procedure: 1.10 g (2.40 mmol) of the compound of Example 5A is reacted analogously to the synthesis of the compound of Example 20A with 656 mg (3.61 mmol) of 4-pyridylhydrazine dihydrochloride. After hydrolysis, 23 mg (2% of theory) of the title compound is obtained. Starting materials: acid, C(#N)C1=C(C(=O)C(=C(C1=O)Cl)Cl)C#N (DDQ), C[Si](CCCBr)(C)C (3-trimethylsilyl-propyl bromide), [OH-].[Na+] (NaOH), [O-]S(=O)(=S)[O-].[Na+].[Na+] (Na2S2O3), ClC1=NC=CC(=N1)Cl (2,4 dichloro pyrimidine). Solvent: C1CCOC1 (THF), C1CCOC1 (THF), O (H2O), C(C)OCC (diethyl ether), C(C)OCC (diethyl ether). Conditions: temperature 0 celsius, time 1 hour. The product is ClC1=NC(=CC(=N1)Cl)CCC[Si](C)(C)C (2,4-dichloro-6-[3-(trimethylsilyl) propyl]pyrimidine). The yield is 69.2%. As a reaction SMILES: [CH3:1][Si:2]([CH3:8])([CH3:7])[CH2:3][CH2:4][CH2:5]Br.[Cl:9][C:10]1[N:15]=[C:14]([Cl:16])[CH:13]=[CH:12][N:11]=1.C(C1C(=O)C(Cl)=C(Cl)C(=O)C=1C#N)#N.[OH-].[Na+].[O-]S([O-])(=S)=O.[Na+].[Na+]>C(OCC)C.C1COCC1.O>[Cl:9][C:10]1[N:15]=[C:14]([Cl:16])[CH:13]=[C:12]([CH2:5][CH2:4][CH2:3][Si:2]([CH3:8])([CH3:7])[CH3:1])[N:11]=1 |f:3.4,5.6.7|. Reported procedure: At −20° C. to a solution of Li (3 gram) in diethyl ether (150 ml) was slowly added 3-trimethylsilyl-propyl bromide (33.8 gram). Stirred for 30 min at −20° C. and 1 hour at 0° C. This solution was slowly added to a solution of 2,4 dichloro pyrimidine (19.3 gram) in diethyl ether (388 ml) at −30° C. stirred for 30 min at −30° C. and 30 mm at 0° C. to this solution was added glacial acid (11.1 ml), H2O (1.15 ml) in THF (34.7 ml) and DDQ (29.7 gram) in THF (127 ml). Reaction mixture was stirred for ... Starting materials: ClC1=NC2=CC=C(C=C2C=C1)O (2-chloro-6-hydroxy-quinoline), N[C@@H]1CCC2=CC=CC=C12 ((R)-1-aminoindane), Br.BrCC=1C=NC=CC1 (3-(brommethyl)pyridine-HBr). Yields the product [C@H]1(CCC2=CC=CC=C12)NC1=NC2=CC=C(C=C2C=C1)OCC=1C=NC=CC1 ((R)-Indan-1-yl-[6-(pyridin-3-ylmethoxy)-quinolin-2-yl]-amine). RXN SMILES: Cl[C:2]1[CH:11]=[CH:10][C:9]2[C:4](=[CH:5][CH:6]=[C:7]([OH:12])[CH:8]=2)[N:3]=1.[NH2:13][C@H:14]1[C:22]2[C:17](=[CH:18][CH:19]=[CH:20][CH:21]=2)[CH2:16][CH2:15]1.Br.Br[CH2:25][C:26]1[CH:27]=[N:28][CH:29]=[CH:30][CH:31]=1>>[C@H:14]1([NH:13][C:2]2[CH:11]=[CH:10][C:9]3[C:4](=[CH:5][CH:6]=[C:7]([O:12][CH2:25][C:26]4[CH:27]=[N:28][CH:29]=[CH:30][CH:31]=4)[CH:8]=3)[N:3]=2)[C:22]2[C:17](=[CH:18][CH:19]=[CH:20][CH:21]=2)[CH2:16][CH2:15]1 |f:2.3|. Reported procedure: The title compound, MS: m/e=368.6 (M+H+), was prepared in accordance with the general method of example 1 from 2-chloro-6-hydroxy-quinoline, (R)-1-aminoindane and 3-(brommethyl)pyridine-HBr. The reactants are NC=1N=C(C2=C(N1)SC(=C2)C2=CC=C(C=C2)F)N2C[C@@H](CC2)NC(OC(C)(C)C)=O ((R)-tert-butyl 1-(2-amino-6-(4-fluorophenyl)thieno[2,3-d]pyrimidin-4-yl)pyrrolidin-3-ylcarbamate), FC(C(=O)O)(F)F (trifluoroacetic acid). Run in ClCCl (dichloromethane). Reaction conditions: time 30 minute. Product: N[C@H]1CN(CC1)C=1C2=C(N=C(N1)N)SC(=C2)C2=CC=C(C=C2)F ((R)-4-(3-aminopyrrolidin-1-yl)-6-(4-fluorophenyl)thieno[2,3-d]pyrimidin-2-amine). As a reaction SMILES: [NH2:1][C:2]1[N:3]=[C:4]([N:18]2[CH2:22][CH2:21][C@@H:20]([NH:23]C(=O)OC(C)(C)C)[CH2:19]2)[C:5]2[CH:10]=[C:9]([C:11]3[CH:16]=[CH:15][C:14]([F:17])=[CH:13][CH:12]=3)[S:8][C:6]=2[N:7]=1.FC(F)(F)C(O)=O>ClCCl>[NH2:23][C@@H:20]1[CH2:21][CH2:22][N:18]([C:4]2[C:5]3[CH:10]=[C:9]([C:11]4[CH:16]=[CH:15][C:14]([F:17])=[CH:13][CH:12]=4)[S:8][C:6]=3[N:7]=[C:2]([NH2:1])[N:3]=2)[CH2:19]1. Procedure: To a solution of the compound of example 338 (66 mg, 0.15 mmol) in dichloromethane (6 ml) was added trifluoroacetic acid (3 ml). The solution was stirred at room temperature for 30 minutes. The solvents were evaporated in vacuo and co-evaporated with toluene. The residue was directly used for further reaction without any purification. Starting materials: C(C)(C)(C)OC(C(=O)OC)C=1C(=C2C(=NC1C)NC=C2)C=2C=C1CCCOC1=CC2 (methyl 2-(tert-butoxy)-2-(4-(chroman-6-yl)-6-methyl-1H-pyrrolo[2,3-b]pyridin-5-yl)acetate), BrCC1=C(C=C(C=C1)F)Cl (1-(bromomethyl)-2-chloro-4-fluorobenzene). The product is C(C)(C)(C)OC(C(=O)O)C=1C(=C2C(=NC1C)N(C=C2)CC2=C(C=C(C=C2)F)Cl)C=2C=C1CCCOC1=CC2 (2-(tert-butoxy)-2-(1-(2-chloro-4-fluorobenzyl)-4-(chroman-6-yl)-6-methyl-1H-pyrrolo[2,3-b]pyridin-5-yl)acetic acid). Reaction SMILES: [C:1]([O:5][CH:6]([C:11]1[C:12]([C:21]2[CH:22]=[C:23]3[C:28](=[CH:29][CH:30]=2)[O:27][CH2:26][CH2:25][CH2:24]3)=[C:13]2[CH:20]=[CH:19][NH:18][C:14]2=[N:15][C:16]=1[CH3:17])[C:7]([O:9]C)=[O:8])([CH3:4])([CH3:3])[CH3:2].Br[CH2:32][C:33]1[CH:38]=[CH:37][C:36]([F:39])=[CH:35][C:34]=1[Cl:40]>>[C:1]([O:5][CH:6]([C:11]1[C:12]([C:21]2[CH:22]=[C:23]3[C:28](=[CH:29][CH:30]=2)[O:27][CH2:26][CH2:25][CH2:24]3)=[C:13]2[CH:20]=[CH:19][N:18]([CH2:32][C:33]3[CH:38]=[CH:37][C:36]([F:39])=[CH:35][C:34]=3[Cl:40])[C:14]2=[N:15][C:16]=1[CH3:17])[C:7]([OH:9])=[O:8])([CH3:4])([CH3:3])[CH3:2]. Procedure details: The title compound was prepared in a manner similar to that described in Example 27, Step H from methyl 2-(tert-butoxy)-2-(4-(chroman-6-yl)-6-methyl-1H-pyrrolo[2,3-b]pyridin-5-yl)acetate and 1-(bromomethyl)-2-chloro-4-fluorobenzene. 1H NMR (400 MHz, CHLOROFORM-d) δ ppm 7.50-7.43 (m, 1 H), 7.25-7.15 (m, 2 H), 7.13-7.06 (m, 2 H), 6.97-6.88 (m, 2 H), 6.29 (dd, J=3.5, 11.7 Hz, 1 H), 5.70-5.63 (m, 1 H), 5.61-5.51 (m, 2 H), 4.32-4.26 (m, 2 H), 2.96-2.80 (m, 2 H), 2.74 (s, 3 H), 2.16-2.04 (m, 2 H), 1.0... Reported procedure: 8.0 g (26.6 mmol) of compound A that is presented according to Example 1c is mixed with 80 ml of a 50% potassium hydroxide solution, 32 ml of benzyl chloride and 1 g of tetrabutyl-ammonium hydrogen sulfate. It is allowed to react for about 4 hours at 50° C. while being stirred vigorously, and the crude mixture, which contains the title compound, is further reacted without purification. Reaction SMILES: [CH3:1][O:2][C:3]1[CH:8]=[CH:7][C:6]([C@:9]2(O)[CH2:17][C@H:16]3[C@@:12]([CH3:23])([C@@H:13]([O:18][C:19]([CH3:22])([CH3:21])[CH3:20])[CH2:14][CH2:15]3)[CH2:11][CH2:10]2)=[CH:5][CH:4]=1.[OH-].[K+].C(Cl)[C:28]1[CH:33]=[CH:32][CH:31]=[CH:30][CH:29]=1>S([O-])(O)(=O)=O.C([N+](CCCC)(CCCC)CCCC)CCC>[CH2:1]([O:2][C:3]1[CH:8]=[CH:7][C:6]([C:9]2[CH2:17][C@H:16]3[C@@:12]([CH3:23])([C@@H:13]([O:18][C:19]([CH3:22])([CH3:21])[CH3:20])[CH2:14][CH2:15]3)[CH2:11][CH:10]=2)=[CH:5][CH:4]=1)[C:28]1[CH:33]=[CH:32][CH:31]=[CH:30][CH:29]=1 |f:1.2,4.5|. The reactants are [OH-].[K+] (potassium hydroxide), C(C1=CC=CC=C1)Cl (benzyl chloride), COC1=CC=C(C=C1)[C@]1(CC[C@@]2([C@H](CC[C@H]2C1)OC(C)(C)C)C)O ((1S,4R,6S,9S)-4-(4-Methoxyphenyl)-4-hydroxy-1-methyl-9-tert-butyloxy-bicyclo[4.3.0]nonane), crude mixture. Reagents/catalysts: S(=O)(=O)(O)[O-].C(CCC)[N+](CCCC)(CCCC)CCCC (tetrabutyl-ammonium hydrogen sulfate). Yields the product C(C1=CC=CC=C1)OC1=CC=C(C=C1)C1=CC[C@@]2([C@H](CC[C@H]2C1)OC(C)(C)C)C ((1S,6S,9S)-4-(4-Benzyloxyphenyl)-9-tert-butyloxy-1-methyl-bicyclo[4.3.0]non-3-ene).